From a dataset of the Open Reaction Database (ORD), a public repository of structured organic reaction records. describe an organic reaction: reactants, conditions, products, and yield The reactants are CC(C)[Si](OS(=O)(=O)C(F)(F)F)(C(C)C)C(C)C, N#Cc1ccc(Oc2cc(Cl)c(CC3CCN(N4CCC(O)CC4)C3=O)c(Cl)c2)cc1, ClCCl, c1ccncc1. Yields the product CC(C)[Si](OC1CCN(N2CCC(Cc3c(Cl)cc(Oc4ccc(C#N)cc4)cc3Cl)C2=O)CC1)(C(C)C)C(C)C. Reaction SMILES: [CH:38]([CH3:39])([CH3:40])[Si:41]([CH:42]([CH3:43])[CH3:44])([CH:45]([CH3:46])[CH3:47])[O:48][S:49]([C:50]([F:51])([F:52])[F:53])(=[O:54])=[O:55].[Cl:1][c:2]1[cH:3][c:4]([O:5][c:6]2[cH:7][cH:8][c:9]([C:10]#[N:11])[cH:12][cH:13]2)[cH:14][c:15]([Cl:31])[c:16]1[CH2:17][CH:18]1[C:19](=[O:30])[N:20]([N:23]2[CH2:24][CH2:25][CH:26]([OH:29])[CH2:27][CH2:28]2)[CH2:21][CH2:22]1.[Cl:56][CH2:57][Cl:58].[cH:32]1[cH:33][cH:34][n:35][cH:36][cH:37]1>>[Cl:1][c:2]1[cH:3][c:4]([O:5][c:6]2[cH:7][cH:8][c:9]([C:10]#[N:11])[cH:12][cH:13]2)[cH:14][c:15]([Cl:31])[c:16]1[CH2:17][CH:18]1[C:19](=[O:30])[N:20]([N:23]2[CH2:24][CH2:25][CH:26]([O:29][Si:41]([CH:38]([CH3:39])[CH3:40])([CH:42]([CH3:43])[CH3:44])[CH:45]([CH3:46])[CH3:47])[CH2:27][CH2:28]2)[CH2:21][CH2:22]1.